describe an organic reaction: reactants, conditions, products, and yield From a dataset of the Open Reaction Database (ORD), a public repository of structured organic reaction records. Starting materials: 1-H-imidazo[4,5-c]quinolin-4-amines, [C@@H]1([C@H](O)[C@H](O)[C@@H](CO)O1)N1C=NC=2C(N)=NC=NC12.N1C(=O)NC=2N=CNC2C1=O (Xanthine Adenosine), [N+](=O)([O-])C=1C=NC2=CC=CC=C2C1O (3-nitro-4-hydroxyquinoline), P(=O)(Cl)(Cl)Cl (phosphorus oxychloride). Yields the product [N+](=O)([O-])C=1C=NC2=CC=CC=C2C1Cl (3-nitro-4-chloroquinoline). As a reaction SMILES: [C@@H]1(N2C3N=CN=C(N)C=3N=C2)O[C@H](CO)[C@@H](O)[C@H]1O.N1C(=O)C2NC=NC=2NC1=O.[N+:31]([C:34]1[CH:35]=[N:36][C:37]2[C:42]([C:43]=1O)=[CH:41][CH:40]=[CH:39][CH:38]=2)([O-:33])=[O:32].P(Cl)(Cl)([Cl:47])=O>>[N+:31]([C:34]1[CH:35]=[N:36][C:37]2[C:42]([C:43]=1[Cl:47])=[CH:41][CH:40]=[CH:39][CH:38]=2)([O-:33])=[O:32] |f:0.1|. Procedure: Compound 6 was prepared as described elsewhere [Van Galen, P. J. M. et. al. 1-H-imidazo[4,5-c]quinolin-4-amines: Novel Non-Xanthine Adenosine Antagonists. J. Med. Chem. 1991, 34, 1202-1206]. In brief, 3-Nitro-4-hydroxyquinoline 5 (5.7 g, 30 mmol) was added to phosphorus oxychloride (70.0 g, 41.2 ml, 450 mmol) with stirring. The mixture was refluxed for 30 minutes. After cooling the solvent was poured over crushed ice while stirring. After 1 hour the solid that was formed was filtered off, washed... Starting materials: COC(=O)Cl, ClCCl, CCOCC, Nc1[nH]c(-c2ccc(F)cc2)nc1-c1ccccc1, c1ccncc1. Yields the product Cl, COC(=O)Nc1[nH]c(-c2ccc(F)cc2)nc1-c1ccccc1. RXN SMILES: [C:26]([O:27][CH3:28])(=[O:29])[Cl:30].[CH2:36]([Cl:37])[Cl:38].[CH3:31][CH2:32][O:33][CH2:34][CH3:35].[NH2:1][c:2]1[c:3](-[c:14]2[cH:15][cH:16][cH:17][cH:18][cH:19]2)[n:4][c:5](-[c:7]2[cH:8][cH:9][c:10]([F:13])[cH:11][cH:12]2)[nH:6]1.[cH:20]1[cH:21][cH:22][n:23][cH:24][cH:25]1>>[ClH:30].[NH:1]([c:2]1[c:3](-[c:14]2[cH:15][cH:16][cH:17][cH:18][cH:19]2)[n:4][c:5](-[c:7]2[cH:8][cH:9][c:10]([F:13])[cH:11][cH:12]2)[nH:6]1)[C:26]([O:27][CH3:28])=[O:29]. Starting materials: N1=CC=CC2=CC=C3C=CC=NC3=C12 (1,10-phenanthroline), C([O-])([O-])=O.[Cs+].[Cs+] (caesium carbonate), IC1=CC=C(C=C1)N1C=CC=C1 (1-(4-iodo-phenyl)-1H-pyrrole), C(C)(C)(C)OC(=O)NN (hydrazine carboxylic acid tert-butyl ester). Reagents/catalysts: [Cu](I)I (Copper iodide). The solvent is CN(C)C=O (DMF). Conditions: temperature 80 celsius, time 21 hour. The product is C(C)(C)(C)OC(=O)N(N)C1=CC=C(C=C1)N1C=CC=C1 (N-(4-Pyrrol-1-yl-phenyl)-hydrazinecarboxylic acid tert-butyl ester), white-solid. Yield: 62.4%. As a reaction SMILES: N1C2C(=CC=C3C=2N=CC=C3)C=CC=1.C(=O)([O-])[O-].[Cs+].[Cs+].I[C:22]1[CH:27]=[CH:26][C:25]([N:28]2[CH:32]=[CH:31][CH:30]=[CH:29]2)=[CH:24][CH:23]=1.[C:33]([O:37][C:38]([NH:40][NH2:41])=[O:39])([CH3:36])([CH3:35])[CH3:34]>[Cu](I)I.CN(C=O)C>[C:33]([O:37][C:38]([N:40]([C:22]1[CH:27]=[CH:26][C:25]([N:28]2[CH:32]=[CH:31][CH:30]=[CH:29]2)=[CH:24][CH:23]=1)[NH2:41])=[O:39])([CH3:36])([CH3:35])[CH3:34] |f:1.2.3|. Procedure: Copper iodide (18 mg, 0.05 eq, 0.09 mmol), 1,10-phenanthroline (67 mg, 0.2 eq, 0.37 mmol) and caesium carbonate (0.85 g, 1.4 eq, 2.6 mmol) were mixed in a RB flask, placed under vacuum and purged with N2 (g). 1-(4-iodo-phenyl)-1H-pyrrole (0.5 g, 1.0 eq, 1.86 mmol), hydrazine carboxylic acid tert-butyl ester (0.3 g, 1.2 eq, 2.23 mmol) and DMF (25 ml) were added to the mixture which was then heated to 80° C. with stirring under an inert atmosphere for 21 hours. The reaction mixture was allowed to ... Reactants: FC([C@@H]1CC[C@H](CC1)NC(C1=C(C=C(C(=C1)[N+](=O)[O-])NC)N1CC(CC1)C(F)(F)F)=O)(F)F (N-(trans-4-trifluoromethyl-cyclohexyl)-2-[3-trifluoromethyl-pyrrolidinyl]-4-methylamino-5-nitro-benzoic acid amide), C1CCOC1 (THF). The reagents and catalysts are [Pd] (Pd/C). Run in CO (MeOH). Run at time 2 day. Product: FC([C@@H]1CC[C@H](CC1)NC(C1=C(C=C(C(=C1)N)NC)N1CC(CC1)C(F)(F)F)=O)(F)F (N-(trans-4-Trifluoromethyl-cyclohexyl)-2-[3-trifluoromethyl-pyrrolidinyl]-4-methylamino-5-amino-benzoic acid amide). As a reaction SMILES: [F:1][C:2]([F:33])([F:32])[C@H:3]1[CH2:8][CH2:7][C@H:6]([NH:9][C:10](=[O:31])[C:11]2[CH:16]=[C:15]([N+:17]([O-])=O)[C:14]([NH:20][CH3:21])=[CH:13][C:12]=2[N:22]2[CH2:26][CH2:25][CH:24]([C:27]([F:30])([F:29])[F:28])[CH2:23]2)[CH2:5][CH2:4]1.C1COCC1>[Pd].CO>[F:32][C:2]([F:1])([F:33])[C@H:3]1[CH2:4][CH2:5][C@H:6]([NH:9][C:10](=[O:31])[C:11]2[CH:16]=[C:15]([NH2:17])[C:14]([NH:20][CH3:21])=[CH:13][C:12]=2[N:22]2[CH2:26][CH2:25][CH:24]([C:27]([F:30])([F:28])[F:29])[CH2:23]2)[CH2:7][CH2:8]1. Procedure: A mixture of N-(trans-4-trifluoromethyl-cyclohexyl)-2-[3-trifluoromethyl-pyrrolidinyl]-4-methylamino-5-nitro-benzoic acid amide (110 mg, 0.23 mmol), Pd/C (10 mg), THF (5 mL) and MeOH (10 mL) is stirred under 3 bar H2-atmosphere for 2 d. The mixture is filtered, and the filtrate is concentrated and directly used in the next step. Run in C(Cl)Cl (CH2Cl2). Procedure: 175 mg (0.60 mmol) of (2R*,4R*-4-(3-fluoro-2-methoxyphenyl)-2-hydroxy-2-(trifluoromethyl)pentanal, 103 mg (0.63 mmol) of 5-amino-2-methylquinoline and 0.3 ml of titanium tetraethoxide are stirred in 20 ml of toluene at 100° C. for 2 h. After the mixture is cooled, it is poured into water, with vigorous stirring to follow. The suspension is filtered through Celite, the filter bed being rinsed thoroughly with ethyl acetate. The phases of the filtrate are separated and extraction is carried out aga... Conditions: time 2 hour. Product: FC=1C(=C(C=CC1)[C@H](C[C@@](C=O)(C(F)(F)F)O)C)OC ((2R*,4S*)-4-(3-fluoro-2-methoxyphenyl)-2-hydroxy-2-(trifluoromethyl)-pentanal). Reactants: FC=1C(=C(C=CC1)[C@@H](C[C@](C=NC1=C2C=CC(=NC2=CC=C1)C)(O)C(F)(F)F)C)OC ((2R*,4R*)-4-(3-fluoro-2-methoxyphenyl)-1-[(2-methylquinolin-5-yl)imino]-2-(trifluoromethyl)pentan-2-ol), B(Br)(Br)Br (boron tribromide), C(=O)(O)[O-].[Na+] (NaHCO3). Reaction SMILES: [F:1][C:2]1[C:3]([O:30][CH3:31])=[C:4]([C@H:8]([CH3:29])[CH2:9][C@@:10]([C:25]([F:28])([F:27])[F:26])([OH:24])[CH:11]=NC2C=CC=C3C=2C=CC(C)=N3)[CH:5]=[CH:6][CH:7]=1.B(Br)(Br)Br.C([O-])(O)=[O:37].[Na+]>C(Cl)Cl>[F:1][C:2]1[C:3]([O:30][CH3:31])=[C:4]([C@@H:8]([CH3:29])[CH2:9][C@:10]([OH:24])([C:25]([F:26])([F:27])[F:28])[CH:11]=[O:37])[CH:5]=[CH:6][CH:7]=1 |f:2.3|. Reaction SMILES: [CH:18]1([CH2:21][NH2:22])[CH2:19][CH2:20]1.[c:1]1([C:7]([C:8](=[O:9])[Cl:10])([CH3:11])[c:12]2[cH:13][cH:14][cH:15][cH:16][cH:17]2)[cH:2][cH:3][cH:4][cH:5][cH:6]1>>[c:1]1([C:7]([C:8](=[O:9])[NH:22][CH2:21][CH:18]2[CH2:19][CH2:20]2)([CH3:11])[c:12]2[cH:13][cH:14][cH:15][cH:16][cH:17]2)[cH:2][cH:3][cH:4][cH:5][cH:6]1. Starting materials: NCC1CC1, CC(C(=O)Cl)(c1ccccc1)c1ccccc1. Product: CC(C(=O)NCC1CC1)(c1ccccc1)c1ccccc1.